From a dataset of the Open Reaction Database (ORD), a public repository of structured organic reaction records. describe an organic reaction: reactants, conditions, products, and yield Reactants: Example 44 ( e ), C([O-])([O-])=O.[K+].[K+] (potassium carbonate), BrCCCC1=CC=CC=C1 (1-bromo-3-phenyl-propane), BrCC1=CC2=CC=CC=C2C=C1 (2-bromomethyl-naphthalene), Example 1 ( g ), OC1CN(CCC1C1=CC=C(C=C1)O)C(=O)OC(C)(C)C (tert-butyl (3RS,4RS)-3-hydroxy-4-(4-hydroxy-phenyl)-piperidine-1-carboxylate), Example 46 ( b ), OC1CN(CCC1C1=CC=C(C=C1)OCCCC1=CC=CC=C1)C(=O)OC(C)(C)C (tert-butyl (3RS,4RS)-3-hydroxy-4-[4-(3-phenyl-propoxy)-phenyl]-piperidine-1-carboxylate). The product is C1=C(C=CC2=CC=CC=C12)COC1CN(CCC1C1=CC=C(C=C1)OCCCC1=CC=CC=C1)C(=O)OC(C)(C)C (tert-butyl (3RS,4RS)-3-(naphthalen-2-ylmethoxy)-4-[4-(3-phenyl-propoxy)-phenyl]-piperidine-1-carboxylate). Reaction SMILES: OC1C(C2C=CC(O)=CC=2)CCN(C(OC(C)(C)C)=O)C1.BrCCCC1C=CC=CC=1.C(=O)([O-])[O-].[K+].[K+].[OH:38][CH:39]1[CH:44]([C:45]2[CH:50]=[CH:49][C:48]([O:51][CH2:52][CH2:53][CH2:54][C:55]3[CH:60]=[CH:59][CH:58]=[CH:57][CH:56]=3)=[CH:47][CH:46]=2)[CH2:43][CH2:42][N:41]([C:61]([O:63][C:64]([CH3:67])([CH3:66])[CH3:65])=[O:62])[CH2:40]1.Br[CH2:69][C:70]1[CH:79]=[CH:78][C:77]2[C:72](=[CH:73][CH:74]=[CH:75][CH:76]=2)[CH:71]=1>>[CH:71]1[C:72]2[C:77](=[CH:76][CH:75]=[CH:74][CH:73]=2)[CH:78]=[CH:79][C:70]=1[CH2:69][O:38][CH:39]1[CH:44]([C:45]2[CH:46]=[CH:47][C:48]([O:51][CH2:52][CH2:53][CH2:54][C:55]3[CH:56]=[CH:57][CH:58]=[CH:59][CH:60]=3)=[CH:49][CH:50]=2)[CH2:43][CH2:42][N:41]([C:61]([O:63][C:64]([CH3:67])([CH3:66])[CH3:65])=[O:62])[CH2:40]1 |f:2.3.4|. Reported procedure: In an analogous manner to that described in Example 44 (e), by alkylating tert-butyl (3RS,4RS)-3-hydroxy-4-(4-hydroxy-phenyl)-piperidine-1-carboxylate [Example 46 (b)] with 1-bromo-3-phenyl-propane in the presence of potassium carbonate, tert-butyl (3RS,4RS)-3-hydroxy-4-[4-(3-phenyl-propoxy)-phenyl]-piperidine-1-carboxylate, alkylation of which analogously to Example 1 (g) with 2-bromomethyl-naphthalene yielded tert-butyl (3RS,4RS)-3-(naphthalen-2-ylmethoxy)-4-[4-(3-phenyl-propoxy)-phenyl]-piper... Product: O1C(CCN2C(CC3(CCCC3)CC2=O)=O)C1 (8-(3,4-Epoxybutyl)-8-azaspiro[4.5]decane-7,9-dione). The reactants are C1=CC(=CC(=C1)Cl)C(=O)OO (MCPBA), C(CC=C)N1C(CC2(CCCC2)CC1=O)=O (8-(3-butenyl) -8-azaspiro[4.5]decane-7,9-dione). Isolated yield 75.0%. As a reaction SMILES: C1C=C(Cl)C=C(C(OO)=[O:9])C=1.[CH2:12]([N:16]1[C:25](=[O:26])[CH2:24][C:19]2([CH2:23][CH2:22][CH2:21][CH2:20]2)[CH2:18][C:17]1=[O:27])[CH2:13][CH:14]=[CH2:15]>C(Cl)Cl>[O:9]1[CH2:15][CH:14]1[CH2:13][CH2:12][N:16]1[C:17](=[O:27])[CH2:18][C:19]2([CH2:23][CH2:22][CH2:21][CH2:20]2)[CH2:24][C:25]1=[O:26]. Procedure details: A solution of MCPBA (80%, 5.01 g, 1.13 equiv) in 50 mL of CH2Cl2 was added to a stirring solution of 8-(3-butenyl) -8-azaspiro[4.5]decane-7,9-dione (4.54 g, 1.00 equiv) in 0 mL of CH2Cl2. The resulting solution was stirred until TLC inspection indicated the absence of limiting reagent (δ15 h). The reaction was quenched with 40 mL of 2% Na2CO3 solution and transferred to a separatory funnel. The layers were separated and the organic phase was washed with 2% Na solution (3×20 mL). The combined aqu... Run in C(Cl)Cl (CH2Cl2), C(Cl)Cl (CH2Cl2).